This data is from the Open Reaction Database (ORD), a public repository of structured organic reaction records. The task is: describe an organic reaction: reactants, conditions, products, and yield Reactants: COC=1C=CC2=C(CC(N(CC2)CCCCl)=O)C1 (1-(8-methoxy-1,3,4,5-tetrahydro-2H-3-benzazepin-2-on-3-yl)-3-chloro-propane), CNCCC1=CC(=C(C=C1)OC)OC (N-methyl-N-[2-(3,4-dimethoxy-phenyl)-ethyl]-amine). The product is Cl.Cl.COC=1C=CC2=C(CC(N(CC2)CCCN(CCC2=CC(=C(C=C2)OC)OC)C)=O)C1 (1-[8-Methoxy-1,3,4,5-tetrahydro-2H-3-benzazepin-2-on-3-yl]-3-[N-methyl-N-(2-{3,4-dimethoxy-phenyl}-ethyl)-amino]-propane dihydrochloride). RXN SMILES: [CH3:1][O:2][C:3]1[CH:4]=[CH:5][C:6]2[CH2:12][CH2:11][N:10]([CH2:13][CH2:14][CH2:15][Cl:16])[C:9](=[O:17])[CH2:8][C:7]=2[CH:18]=1.[CH3:19][NH:20][CH2:21][CH2:22][C:23]1[CH:28]=[CH:27][C:26]([O:29][CH3:30])=[C:25]([O:31][CH3:32])[CH:24]=1>>[ClH:16].[ClH:16].[CH3:1][O:2][C:3]1[CH:4]=[CH:5][C:6]2[CH2:12][CH2:11][N:10]([CH2:13][CH2:14][CH2:15][N:20]([CH3:19])[CH2:21][CH2:22][C:23]3[CH:28]=[CH:27][C:26]([O:29][CH3:30])=[C:25]([O:31][CH3:32])[CH:24]=3)[C:9](=[O:17])[CH2:8][C:7]=2[CH:18]=1 |f:2.3.4|. Procedure: This compound was prepared analogous to Example 5(b) by reaction of 1-(8-methoxy-1,3,4,5-tetrahydro-2H-3-benzazepin-2-on-3-yl)-3-chloro-propane with N-methyl-N-[2-(3,4-dimethoxy-phenyl)-ethyl]-amine.